describe an organic reaction: reactants, conditions, products, and yield From a dataset of the Open Reaction Database (ORD), a public repository of structured organic reaction records. Yields the product CS(=O)(=O)O.C=1C=CC2=C(C1)C(=NS2)N3CCN(CC3)CCC=4C=C5C(=CC4Cl)NC(=O)C5 (Ziprasidone Mesylate). The reactants are C=1C=CC2=C(C1)C(=NS2)N3CCN(CC3)CCC=4C=C5C(=CC4Cl)NC(=O)C5 (ziprasidone), CS(=O)(=O)O (methanesulfonic acid). Procedure: 1 g of ziprasidone free base was added to 20 mL of isopropyl alcohol, followed by 140mg of methanesulfonic acid. After a few minutes the slurry which formed thickened and lightened somewhat in color as it precipitated. The salt was harvested by filtration through a 5 μm polytetrafluoroethylene membrane. The solvent is C(C)(C)O (isopropyl alcohol). RXN SMILES: [CH:1]1[CH:2]=[CH:3][C:4]2[S:9][N:8]=[C:7]([N:10]3[CH2:15][CH2:14][N:13]([CH2:16][CH2:17][C:18]4[CH:19]=[C:20]5[CH2:28][C:26](=[O:27])[NH:25][C:21]5=[CH:22][C:23]=4[Cl:24])[CH2:12][CH2:11]3)[C:5]=2[CH:6]=1.[CH3:29][S:30]([OH:33])(=[O:32])=[O:31]>C(O)(C)C>[CH3:29][S:30]([OH:33])(=[O:32])=[O:31].[CH:1]1[CH:2]=[CH:3][C:4]2[S:9][N:8]=[C:7]([N:10]3[CH2:11][CH2:12][N:13]([CH2:16][CH2:17][C:18]4[CH:19]=[C:20]5[CH2:28][C:26](=[O:27])[NH:25][C:21]5=[CH:22][C:23]=4[Cl:24])[CH2:14][CH2:15]3)[C:5]=2[CH:6]=1 |f:3.4|. Starting materials: BrC1=CC=C(C=C1)C1=NN(C(N1)=O)C (3-(4-Bromophenyl)-1-methyl-4,5-dihydro-1H-1,2,4-triazol-5-one), [H-].[Na+] (sodium hydride), C[Si](CCOCCl)(C)C (2-(trimethylsilyl)ethoxymethyl chloride). Solvent: CN(C)C=O (DMF). Reaction conditions: time 8 hour. Product: BrC1=CC=C(C=C1)C1=NN(C(N1COCC[Si](C)(C)C)=O)C (3-(4-Bromophenyl)-1-methyl-4-[[2-(trimethylsilyl)ethoxy]methyl]-4,5-dihydro-1H-1,2,4-triazol-5-one). Isolated yield 39.6%. RXN SMILES: [Br:1][C:2]1[CH:7]=[CH:6][C:5]([C:8]2[NH:12][C:11](=[O:13])[N:10]([CH3:14])[N:9]=2)=[CH:4][CH:3]=1.[H-].[Na+].[CH3:17][Si:18]([CH3:25])([CH3:24])[CH2:19][CH2:20][O:21][CH2:22]Cl>CN(C=O)C>[Br:1][C:2]1[CH:3]=[CH:4][C:5]([C:8]2[N:12]([CH2:22][O:21][CH2:20][CH2:19][Si:18]([CH3:25])([CH3:24])[CH3:17])[C:11](=[O:13])[N:10]([CH3:14])[N:9]=2)=[CH:6][CH:7]=1 |f:1.2|. Reported procedure: To a solution of compound 10b (1.00 g, 3.94 mmol) in DMF (5 mL) was added sodium hydride (200 mg, 5.00 mmol) in portions at 0° C., and the mixture was stirred for 20 min before 2-(trimethylsilyl)ethoxymethyl chloride (730 mg, 4.37 mmol) was added. The reaction mixture was stirred at rt overnight, and was quenched with H2O (50 mL). The resulting mixture was extracted with DCM (2×50 mL). The combined organic layers were dried over Na2SO4, filtered concentrated under reduced pressure. The residue w... Reactants: CS(=O)(=O)c1ccc(Cn2c(C(=O)CBr)c(-c3ccccc3)c3cc(Br)ccc3c2=O)cc1, CCC(N)=S, C1CCOC1, CCO. Yields the product CCC(N)=CC(=O)c1c(-c2ccccc2)c2cc(Br)ccc2c(=O)n1Cc1ccc(S(C)(=O)=O)cc1. RXN SMILES: [Br:1][c:2]1[cH:3][c:4]2[c:5](-[c:28]3[cH:29][cH:30][cH:31][cH:32][cH:33]3)[c:6]([C:24]([CH2:25][Br:26])=[O:27])[n:7]([CH2:13][c:14]3[cH:15][cH:16][c:17]([S:20](=[O:21])(=[O:22])[CH3:23])[cH:18][cH:19]3)[c:8](=[O:12])[c:9]2[cH:10][cH:11]1.[C:34]([CH2:35][CH3:36])(=[S:37])[NH2:38].[CH2:39]1[O:40][CH2:41][CH2:42][CH2:43]1.[CH3:44][CH2:45][OH:46]>>[Br:1][c:2]1[cH:3][c:4]2[c:5](-[c:28]3[cH:29][cH:30][cH:31][cH:32][cH:33]3)[c:6]([C:24]([CH:25]=[C:34]([CH2:35][CH3:36])[NH2:38])=[O:27])[n:7]([CH2:13][c:14]3[cH:15][cH:16][c:17]([S:20](=[O:21])(=[O:22])[CH3:23])[cH:18][cH:19]3)[c:8](=[O:12])[c:9]2[cH:10][cH:11]1. Reactants: CC1=C(C(CCC1)(C)C)C(\C=C/C)O (cis-2,6,6-trimethyl-1-[1-hydroxy-2-butenyl]-1-cyclohexene). Run in N1=CC=CC=C1 (pyridine), N1=CC=CC=C1 (pyridine). Reaction conditions: time 10 minute. Yields the product CC1=C(C(CCC1)(C)C)C(\C=C\C)=O (trans-2,6,6-trimethyl-1-crotonoyl-1-cyclohexene). The yield is 25.5%. RXN SMILES: [CH3:1][C:2]1[CH2:7][CH2:6][CH2:5][C:4]([CH3:9])([CH3:8])[C:3]=1[CH:10]([OH:14])/[CH:11]=[CH:12]\[CH3:13]>N1C=CC=CC=1>[CH3:1][C:2]1[CH2:7][CH2:6][CH2:5][C:4]([CH3:8])([CH3:9])[C:3]=1[C:10](=[O:14])/[CH:11]=[CH:12]/[CH3:13]. Procedure: When the addition of the bromine derivative was completed, the mixture was refluxed for 45 minutes; then cooled to -10°, at which temperature 110 g. of β-cyclocitral dissolved in 410 ml. of tetrahydrofuran were introduced dropwise within 45 minutes. Stirring was continued for 1 hour at -5°, then overnight at room temperature under nitrogen. The reaction mixture was poured into a suspension of 0.5 kg. of crushed ice in 1.5 l. of a saturated ammonium chloride solution. It was extracted 3 times wit... Starting materials: COCCCNc1nc(C(C)(C)C)ncc1C(=O)N(CC(C)C)C1CC(C(=O)OC)CN(C(=O)OC(C)(C)C)C1, CO, [Na+], C1CCOC1, [OH-]. The product is COCCCNc1nc(C(C)(C)C)ncc1C(=O)N(CC(C)C)C1CC(C(=O)O)CN(C(=O)OC(C)(C)C)C1. As a reaction SMILES: [C:1]([CH3:2])([CH3:3])([CH3:4])[c:5]1[n:6][cH:7][c:8]([C:17](=[O:18])[N:19]([CH:20]2[CH2:21][CH:22]([C:33](=[O:34])[O:35][CH3:36])[CH2:23][N:24]([C:26](=[O:27])[O:28][C:29]([CH3:30])([CH3:31])[CH3:32])[CH2:25]2)[CH2:37][CH:38]([CH3:39])[CH3:40])[c:9]([NH:11][CH2:12][CH2:13][CH2:14][O:15][CH3:16])[n:10]1.[CH3:43][OH:44].[Na+:42].[O:45]1[CH2:46][CH2:47][CH2:48][CH2:49]1.[OH-:41]>>[C:1]([CH3:2])([CH3:3])([CH3:4])[c:5]1[n:6][cH:7][c:8]([C:17](=[O:18])[N:19]([CH:20]2[CH2:21][CH:22]([C:33](=[O:34])[OH:35])[CH2:23][N:24]([C:26](=[O:27])[O:28][C:29]([CH3:30])([CH3:31])[CH3:32])[CH2:25]2)[CH2:37][CH:38]([CH3:39])[CH3:40])[c:9]([NH:11][CH2:12][CH2:13][CH2:14][O:15][CH3:16])[n:10]1.